Dataset: the Open Reaction Database (ORD), a public repository of structured organic reaction records. Task: describe an organic reaction: reactants, conditions, products, and yield Reactants: C1(=CC=CC2=CC=CC=C12)C1(CC1)C(=O)O (1-(1-Naphthyl)cyclopropane carboxylic acid), S(=O)(Cl)Cl (thionyl chloride). Product: C1(=CC=CC2=CC=CC=C12)C1(CC1)C(=O)Cl (1-(1-naphthyl)cyclopropanecarbonyl chloride). RXN SMILES: [C:1]1([C:11]2([C:14]([OH:16])=O)[CH2:13][CH2:12]2)[C:10]2[C:5](=[CH:6][CH:7]=[CH:8][CH:9]=2)[CH:4]=[CH:3][CH:2]=1.S(Cl)([Cl:19])=O>>[C:1]1([C:11]2([C:14]([Cl:19])=[O:16])[CH2:13][CH2:12]2)[C:10]2[C:5](=[CH:6][CH:7]=[CH:8][CH:9]=2)[CH:4]=[CH:3][CH:2]=1. Procedure details: 1-(1-Naphthyl)cyclopropane carboxylic acid (6.7 g, prepared in a similar manner to that described in Example H20), was added to thionyl chloride (25 ml) and the mixture heated at 90°-95° C. for 1 hour. Excess thionyl chloride was removed in vacuo to yield 1-(1-naphthyl)cyclopropanecarbonyl chloride (7.1 g) which was used without further purification. Procedure details: 23.3 g of pyridine are added at room temperature while stirring and cooling to a suspension of 38.8 g of isopropyl 2-chloro-5-[3,6-dihydro-2,6-dioxo-4-trifluoromethyl-1(2H)-pyrimidinyl]-4-fluorobenzoate in 45.2 g of phosphorus oxychloride and 40 ml of toluene. A solution forms rapidly. The temperature is maintained between 30° to 35° C. and, after 15 minutes, a colourless precipitate begins to separate. The reaction mixture is stirred at 30°-35° C. for 45 minutes and is then poured onto 300 g of... The product is ClC1=C(C(=O)OC(C)C)C=C(C(=C1)F)N1C(=NC(=CC1=O)C(F)(F)F)Cl (isopropyl 2-chloro-5-[2-chloro-6-oxo-4-trifluoromethyl-1(6H)-pyrimidinyl]-4-fluorobenzoate). As a reaction SMILES: N1C=CC=CC=1.[Cl:7][C:8]1[CH:19]=[C:18]([F:20])[C:17]([N:21]2[C:26](=[O:27])[CH:25]=[C:24]([C:28]([F:31])([F:30])[F:29])[NH:23][C:22]2=O)=[CH:16][C:9]=1[C:10]([O:12][CH:13]([CH3:15])[CH3:14])=[O:11].P(Cl)(Cl)([Cl:35])=O>C1(C)C=CC=CC=1>[Cl:7][C:8]1[CH:19]=[C:18]([F:20])[C:17]([N:21]2[C:26](=[O:27])[CH:25]=[C:24]([C:28]([F:31])([F:30])[F:29])[N:23]=[C:22]2[Cl:35])=[CH:16][C:9]=1[C:10]([O:12][CH:13]([CH3:15])[CH3:14])=[O:11]. The reactants are ClC1=C(C(=O)OC(C)C)C=C(C(=C1)F)N1C(NC(=CC1=O)C(F)(F)F)=O (isopropyl 2-chloro-5-[3,6-dihydro-2,6-dioxo-4-trifluoromethyl-1(2H)-pyrimidinyl]-4-fluorobenzoate), P(=O)(Cl)(Cl)Cl (phosphorus oxychloride), N1=CC=CC=C1 (pyridine). Solvent: C1(=CC=CC=C1)C (toluene). Reactants: Cc1ccc(-c2ccccc2C#N)cc1, CS(C)=O, CO, C[O-], Cl, NO, [Na+], [Na]. The product is Cc1ccc(-c2ccccc2C(N)=NO)cc1. RXN SMILES: [C:8](#[N:9])[c:10]1[c:11](-[c:16]2[cH:17][cH:18][c:19]([CH3:22])[cH:20][cH:21]2)[cH:12][cH:13][cH:14][cH:15]1.[CH3:23][S:24](=[O:25])[CH3:26].[CH3:27][OH:28].[CH3:4][O-:5].[ClH:1].[NH2:2][OH:3].[Na+:6].[Na:7]>>[N:2]([OH:3])=[C:8]([NH2:9])[c:10]1[c:11](-[c:16]2[cH:17][cH:18][c:19]([CH3:22])[cH:20][cH:21]2)[cH:12][cH:13][cH:14][cH:15]1.